Dataset: the Open Reaction Database (ORD), a public repository of structured organic reaction records. Task: describe an organic reaction: reactants, conditions, products, and yield The product is FC=1C=2C=CC=NC2C2=C(C1)OCCO2 (6-Fluoro-2,3-dihydro[1,4]dioxino[2,3-h]quinoline). Reactants: OCC(O)CO (glycerol), FC=1C=C(C2=C(OCCO2)C1)N (7-fluoro-2,3-dihydro-1,4-benzodioxin-5-amine), S(O)(O)(=O)=O (sulfuric acid), B(O)(O)O (boric acid), [Na+].[N+](=O)([O-])C=1C=C(C=CC1)S(=O)(=O)[O-] (3-nitrobenzene sulfonic acid sodium salt). The reagents and catalysts are O.O.O.O.O.O.O.S(=O)(=O)([O-])[O-].[Fe+2] (iron (II) sulfate heptahydrate). Procedure details: Concentrated sulfuric acid (25 ml), boric acid (2.22 g, 35.6 mmol), iron (II) sulfate heptahydrate (831 mg, 2.99 mmol) and 3-nitrobenzene sulfonic acid sodium salt (7.25 g, 32.2 mmol) were stirred in a flask cooled with an ice-bath; glycerol (8.4 ml, 23 mmol) and 7-fluoro-2,3-dihydro-1,4-benzodioxin-5-amine (3.9 g, 23 mmol) were added followed by water (25 ml). The reaction was heated at 140° C. for 3 h, then cooled to rt. The mixture was poured onto ice-water (100 ml) and filtered. The filtrate... Isolated yield 58.9%. Run in O (water), C(C)(=O)OCC (ethyl acetate). Conditions: temperature 140 celsius, time 0.5 hour. As a reaction SMILES: S(=O)(=O)(O)O.B(O)(O)O.[Na+].[N+]([C:14]1[CH:15]=C(S([O-])(=O)=O)C=C[CH:19]=1)([O-])=O.OCC(CO)O.[F:30][C:31]1[CH:32]=[C:33]([NH2:41])[C:34]2[O:39][CH2:38][CH2:37][O:36][C:35]=2[CH:40]=1>C(OCC)(=O)C.O.O.O.O.O.O.O.S([O-])([O-])(=O)=O.[Fe+2].O>[F:30][C:31]1[C:32]2[CH:19]=[CH:14][CH:15]=[N:41][C:33]=2[C:34]2[O:39][CH2:38][CH2:37][O:36][C:35]=2[CH:40]=1 |f:2.3,7.8.9.10.11.12.13.14.15|.